This data is from the Open Reaction Database (ORD), a public repository of structured organic reaction records. The task is: describe an organic reaction: reactants, conditions, products, and yield Starting materials: OC(C(=O)OCC)C=1N=C(SC1)NS(=O)(=O)C (ethyl 2-hydroxy-2-(2-mesylamino-1,3-thiazol-4-yl)acetate), C1(=CC=C(C=C1)S(=O)(=O)O)C (p-toluene sulfonic acid), C([O-])(O)=O.[Na+] (sodium bicarbonate), OC(C(=O)OCC)C=1NC(SC1)=NS(=O)(=O)C (ethyl 2-hydroxy-2-(2-mesylimino-2,3-dihydro-1,3-thiazol-4-yl)acetate), O1CCCC=C1 (3,4-dihydro-2H-pyran). Solvent: C(C)(=O)OCC (ethyl acetate). Yields the product O1C(CCCC1)OC(C(=O)OCC)C=1N=C(SC1)NS(=O)(=O)C (ethyl 2-(2-tetrahydropyranyl)oxy-2-(2-mesylamino-1,3-thiazol-4-yl)acetate). As a reaction SMILES: [OH:1][CH:2]([C:8]1[N:9]=[C:10]([NH:13][S:14]([CH3:17])(=[O:16])=[O:15])[S:11][CH:12]=1)[C:3]([O:5][CH2:6][CH3:7])=[O:4].[O:18]1[CH:23]=[CH:22][CH2:21][CH2:20][CH2:19]1.C1(C)C=CC(S(O)(=O)=O)=CC=1.C(=O)(O)[O-].[Na+]>C(OCC)(=O)C>[O:18]1[CH2:23][CH2:22][CH2:21][CH2:20][CH:19]1[O:1][CH:2]([C:8]1[N:9]=[C:10]([NH:13][S:14]([CH3:17])(=[O:15])=[O:16])[S:11][CH:12]=1)[C:3]([O:5][CH2:6][CH3:7])=[O:4] |f:3.4|. Procedure: To a suspension of ethyl 2-hydroxy-2-(2-mesylamino-1,3-thiazol-4-yl)acetate, which can be represented as ethyl 2-hydroxy-2-(2-mesylimino-2,3-dihydro-1,3-thiazol-4-yl)acetate, (1.0 g.) and 3,4-dihydro-2H-pyran (0.36 g.) in ethyl acetate (5 ml.) was added p-toluene sulfonic acid (10 mg.) at room temperature with stirring, and then the suspension was stirred for 8 hours at the same temperature. After the reaction, the reaction mixture was poured into 5% sodium bicarbonate aqueous solution (10 ml.) ... Reactants: FC1=C(C(=C(C=C1)[N+](=O)[O-])F)C=C (1,3-difluoro-4-nitro-2-vinylbenzene), C(C=C)N (allylamine), C([O-])([O-])=O.[K+].[K+] (potassium carbonate). The solvent is CN(C)C=O (DMF). Run at time 2 hour. Product: C(C=C)NC1=C(C(=CC=C1[N+](=O)[O-])F)C=C (Allyl-(3-fluoro-6-nitro-2-vinylphenyl)amine). The yield is 79.4%. As a reaction SMILES: [F:1][C:2]1[CH:7]=[CH:6][C:5]([N+:8]([O-:10])=[O:9])=[C:4](F)[C:3]=1[CH:12]=[CH2:13].[CH2:14]([NH2:17])[CH:15]=[CH2:16].C(=O)([O-])[O-].[K+].[K+]>CN(C=O)C>[CH2:14]([NH:17][C:4]1[C:5]([N+:8]([O-:10])=[O:9])=[CH:6][CH:7]=[C:2]([F:1])[C:3]=1[CH:12]=[CH2:13])[CH:15]=[CH2:16] |f:2.3.4|. Procedure: To a solution of 1,3-difluoro-4-nitro-2-vinylbenzene (115 mg, 0.621 mmol) in DMF (3 mL) was added allylamine (0.0513 mL, 0.683 mmol) and potassium carbonate (0.173 g, 1.24 mmol). The reaction mixture was stirred at RT for 2 h, and then partitioned between water and EtOAc. The aqueous phase was extracted with EtOAc and the combined organic layers were washed with water, followed by brine, then dried (Na2SO4) and concentrated in vacuo. The resulting residue was purified by column chromatography (S... Reactants: C(C)OC1=CC=C(C=C1)C=1SC=CC1 (2-(4-Ethoxyphenyl)thiophene), BrC=1C=CC(=C(C=O)C1)F (5-bromo-2-fluorobenzaldehyde). Product: BrC=1C=CC(=C(C1)CC=1SC(=CC1)C1=CC=C(C=C1)OCC)F (5-Bromo-1-(5-(4-ethoxyphenyl)-2-thienylmethyl)-2-fluorobenzene). RXN SMILES: [CH2:1]([O:3][C:4]1[CH:9]=[CH:8][C:7]([C:10]2[S:11][CH:12]=[CH:13][CH:14]=2)=[CH:6][CH:5]=1)[CH3:2].[Br:15][C:16]1[CH:17]=[CH:18][C:19]([F:24])=[C:20]([CH:23]=1)[CH:21]=O>>[Br:15][C:16]1[CH:17]=[CH:18][C:19]([F:24])=[C:20]([CH2:21][C:12]2[S:11][C:10]([C:7]3[CH:8]=[CH:9][C:4]([O:3][CH2:1][CH3:2])=[CH:5][CH:6]=3)=[CH:14][CH:13]=2)[CH:23]=1. Reported procedure: 2-(4-Ethoxyphenyl)thiophene obtained in Reference Example 68-(1) and 5-bromo-2-fluorobenzaldehyde were treated in a manner similar to Reference Example 7 to give the target compound. APCI-Mass m/Z 391/393 (M+H). Starting materials: I(=O)(=O)(=O)[O-].[Na+] (sodium periodate), CC(OCC)=O (EA), C(C)(C)(C)O[C@H](C(=O)OC)C1=C2N3CCC(OCCCC[C@@H](OC=4C=CC(=CC4C4=CC=CC(C5=CN2C(C(=C1C)C(=C)C)=N5)=C4)F)C)(CC3)C (Methyl(2S)-2-(tert-butoxy)-2-[(22S)-17-fluoro-4,22,28-trimethyl-5-(prop-1-en-2-yl)-21,27-dioxa-1,7,34-triazahexacyclo[26.2.2.16,9.110,14.02,7.015,20]tetratriaconta-2,4,6(34),8,10(33),11,13,15(20),16,18-decaen-3-yl]acetate). The reagents and catalysts are [Os](=O)(=O)(=O)=O (osmium tetraoxide). Run in O (water), O (water), O1CCOCC1 (dioxane). Conditions: time 2 hour. Yields the product C(C)(=O)C1=C(C(=C2N3CCC(OCCCC[C@@H](OC=4C=CC(=CC4C4=CC=CC(C5=CN2C1=N5)=C4)F)C)(CC3)C)[C@@H](C(=O)OC)OC(C)(C)C)C (Methyl(2S)-2-[(22S)-5-acetyl-17-fluoro-4,22,28-trimethyl-21,27-dioxa-1,7,34-triazahexacyclo[26.2.2.16,9.110,14.02,7.015,20]tetratriaconta-2, 4, 6(34),8,10(33),11,13,15(20),16,18-decaen-3-yl]-2-(tert-butoxy)acetate). RXN SMILES: [C:1]([O:5][C@@H:6]([C:11]1[C:40]([CH3:41])=[C:39]([C:42](C)=[CH2:43])[C:38]2=[N:45][C:35]3=[CH:36][N:37]2[C:12]=1[N:13]1[CH2:50][CH2:49][C:16]([CH3:51])([O:17][CH2:18][CH2:19][CH2:20][CH2:21][C@H:22]([CH3:48])[O:23][C:24]2[CH:25]=[CH:26][C:27]([F:47])=[CH:28][C:29]=2[C:30]2[CH:46]=[C:34]3[CH:33]=[CH:32][CH:31]=2)[CH2:15][CH2:14]1)[C:7]([O:9][CH3:10])=[O:8])([CH3:4])([CH3:3])[CH3:2].I([O-])(=O)(=O)=[O:53].[Na+].CC(=O)OCC>O1CCOCC1.O.[Os](=O)(=O)(=O)=O>[C:42]([C:39]1[C:38]2=[N:45][C:35]3=[CH:36][N:37]2[C:12]([N:13]2[CH2:14][CH2:15][C:16]([CH3:51])([O:17][CH2:18][CH2:19][CH2:20][CH2:21][C@H:22]([CH3:48])[O:23][C:24]4[CH:25]=[CH:26][C:27]([F:47])=[CH:28][C:29]=4[C:30]4[CH:46]=[C:34]3[CH:33]=[CH:32][CH:31]=4)[CH2:49][CH2:50]2)=[C:11]([C@H:6]([O:5][C:1]([CH3:2])([CH3:4])[CH3:3])[C:7]([O:9][CH3:10])=[O:8])[C:40]=1[CH3:41])(=[O:53])[CH3:43] |f:1.2|. Reported procedure: Methyl(2S)-2-(tert-butoxy)-2-[(22S)-17-fluoro-4,22,28-trimethyl-5-(prop-1-en-2-yl)-21,27-dioxa-1,7,34-triazahexacyclo[26.2.2.16,9.110,14.02,7.015,20]tetratriaconta-2,4,6(34),8,10(33),11,13,15(20),16,18-decaen-3-yl]acetate (45 mg, 0.064 mmol, 1 equiv) was dissolved in dioxane (1934 μl) and water (645 μl). To this solution was added sodium periodate (444 mg, 2.076 mmol, 3.5 equiv) and 4% osmium tetraoxide (372 μl, 0.030 mmol, 0.05 equiv). The mixture was stirred at r.t. for 2 hours. Yellow solid w... Starting materials: COC(=O)Cc1cn(-c2ccccc2)nc1OCc1ccc(OCc2nc(-c3ccccc3)oc2C)nc1, CCO, Cl, [Na+], C1CCOC1, [OH-]. Product: Cc1oc(-c2ccccc2)nc1COc1ccc(COc2nn(-c3ccccc3)cc2CC(=O)O)cn1. RXN SMILES: [CH3:1][c:2]1[c:3]([CH2:13][O:14][c:15]2[cH:16][cH:17][c:18]([CH2:21][O:22][c:23]3[n:24][n:25](-[c:33]4[cH:34][cH:35][cH:36][cH:37][cH:38]4)[cH:26][c:27]3[CH2:28][C:29](=[O:30])[O:31][CH3:32])[cH:19][n:20]2)[n:4][c:5](-[c:7]2[cH:8][cH:9][cH:10][cH:11][cH:12]2)[o:6]1.[CH3:47][CH2:48][OH:49].[ClH:46].[Na+:40].[O:41]1[CH2:42][CH2:43][CH2:44][CH2:45]1.[OH-:39]>>[CH3:1][c:2]1[c:3]([CH2:13][O:14][c:15]2[cH:16][cH:17][c:18]([CH2:21][O:22][c:23]3[n:24][n:25](-[c:33]4[cH:34][cH:35][cH:36][cH:37][cH:38]4)[cH:26][c:27]3[CH2:28][C:29](=[O:30])[OH:31])[cH:19][n:20]2)[n:4][c:5](-[c:7]2[cH:8][cH:9][cH:10][cH:11][cH:12]2)[o:6]1.